Dataset: the Open Reaction Database (ORD), a public repository of structured organic reaction records. Task: describe an organic reaction: reactants, conditions, products, and yield Starting materials: C(C)(C)(C)OC(N[C@H](CC1=CC2=CC=CC=C2C=C1)C1=NN=NN1CCC1=CC=CC=C1)=O (((1R)-2-(2-Naphthyl)-1-(1-phenethyl-1H-tetrazol-5-yl)ethyl)carbamic acid tert-butylester), FC(C(=O)O)(F)F (trifluoroacetic acid). The solvent is C(Cl)Cl (methylene chloride). Run at time 3 hour. The product is C1=C(C=CC2=CC=CC=C12)C[C@H](C1=NN=NN1CCC1=CC=CC=C1)N ((1R)-2-(2-naphthyl)-1-(1-phenethyl-1H-tetrazol-5-yl)ethylamine). Yield: 72.8%. Reaction SMILES: C(OC(=O)[NH:7][C@@H:8]([C:20]1[N:24]([CH2:25][CH2:26][C:27]2[CH:32]=[CH:31][CH:30]=[CH:29][CH:28]=2)[N:23]=[N:22][N:21]=1)[CH2:9][C:10]1[CH:19]=[CH:18][C:17]2[C:12](=[CH:13][CH:14]=[CH:15][CH:16]=2)[CH:11]=1)(C)(C)C.FC(F)(F)C(O)=O>C(Cl)Cl>[CH:11]1[C:12]2[C:17](=[CH:16][CH:15]=[CH:14][CH:13]=2)[CH:18]=[CH:19][C:10]=1[CH2:9][C@@H:8]([NH2:7])[C:20]1[N:24]([CH2:25][CH2:26][C:27]2[CH:32]=[CH:31][CH:30]=[CH:29][CH:28]=2)[N:23]=[N:22][N:21]=1. Procedure details: ((1R)-2-(2-Naphthyl)-1-(1-phenethyl-1H-tetrazol-5-yl)ethyl)carbamic acid tert-butylester (0.30 g; 0.68 mmol) was dissolved in methylene chloride (20 ml) and trifluoroacetic acid (2 ml) was added. The mixture was stirred for 3 h at RT. The solvent was removed in vacuo and the residue was dissolved in methylene chloride (50 ml) and washed with sodium hydrogencarbonate (10%; 30 ml). The organic phase was dried (Magnesium sulfate) and the solvent removed in vacuo. The residue was chromatographed on ... Reactants: C(C)(C)(C)OC(NCC=1N(C(C2=CC=C(C=C2C1OCCCC)Br)=O)CC(C)C)=O (tert-butyl(6-bromo-4-butoxy-2-isobutyl-1-oxo-1,2-dihydro-3-isoquinolinyl)methylcarbamate), C1(=CC=CC=C1)OB(O)O (phenylboric acid), C([O-])([O-])=O.[Na+].[Na+] (sodium carbonate), C1(=CC=CC=C1)C (toluene). The reagents and catalysts are C=1C=CC(=CC1)[P](C=2C=CC=CC2)(C=3C=CC=CC3)[Pd]([P](C=4C=CC=CC4)(C=5C=CC=CC5)C=6C=CC=CC6)([P](C=7C=CC=CC7)(C=8C=CC=CC8)C=9C=CC=CC9)[P](C=1C=CC=CC1)(C=1C=CC=CC1)C=1C=CC=CC1 (tetrakis(triphenylphosphine)palladium). The solvent is O (water), C(C)O (ethanol), O (water). Conditions: time 30 minute. Yields the product C(C)(C)(C)OC(NCC=1N(C(C2=CC=C(C=C2C1OCCCC)C1=CC=CC=C1)=O)CC(C)C)=O (tert-butyl(4-butoxy-2-isobutyl-1-oxo-6-phenyl-1,2-dihydro-3-isoquinolinyl)methylcarbamate). Isolated yield 87.8%. Reaction SMILES: [C:1]([O:5][C:6](=[O:30])[NH:7][CH2:8][C:9]1[N:10]([CH2:26][CH:27]([CH3:29])[CH3:28])[C:11](=[O:25])[C:12]2[C:17]([C:18]=1[O:19][CH2:20][CH2:21][CH2:22][CH3:23])=[CH:16][C:15](Br)=[CH:14][CH:13]=2)([CH3:4])([CH3:3])[CH3:2].[C:31]1(OB(O)O)[CH:36]=[CH:35][CH:34]=[CH:33][CH:32]=1.C(=O)([O-])[O-].[Na+].[Na+].C1(C)C=CC=CC=1>C1C=CC([P]([Pd]([P](C2C=CC=CC=2)(C2C=CC=CC=2)C2C=CC=CC=2)([P](C2C=CC=CC=2)(C2C=CC=CC=2)C2C=CC=CC=2)[P](C2C=CC=CC=2)(C2C=CC=CC=2)C2C=CC=CC=2)(C2C=CC=CC=2)C2C=CC=CC=2)=CC=1.O.C(O)C>[C:1]([O:5][C:6](=[O:30])[NH:7][CH2:8][C:9]1[N:10]([CH2:26][CH:27]([CH3:29])[CH3:28])[C:11](=[O:25])[C:12]2[C:17]([C:18]=1[O:19][CH2:20][CH2:21][CH2:22][CH3:23])=[CH:16][C:15]([C:31]1[CH:36]=[CH:35][CH:34]=[CH:33][CH:32]=1)=[CH:14][CH:13]=2)([CH3:4])([CH3:3])[CH3:2] |f:2.3.4,^1:57,59,78,97|. Reported procedure: A mixture of tert-butyl(6-bromo-4-butoxy-2-isobutyl-1-oxo-1,2-dihydro-3-isoquinolinyl)methylcarbamate (0.48 g, 1 mmol), phenylboric acid (0.15 g, 1.2 mmol), sodium carbonate (0.26 g, 2.5 mmol), toluene (10 ml), ethanol (2 ml) and water (2 ml) was stirred at room temperature under an argon atmosphere for 30 min. To the resulting mixture was added tetrakis(triphenylphosphine)palladium (58 mg, 0.05 mmol), and then the mixture was refluxed under an argon atmosphere for 10 h. The reaction mixture was... The reactants are OC1=C(C2=C(C(CCO2)=O)C=C1)CCC (2,3-dihydro-7-hydroxy-8-propyl-4H-1-benzopyran-4-one), C(C)OC(CCC1=C(C=CC(=C1)C(=O)C1=C(C=CC=C1)CC(=O)OCC)OCCCCCBr)=O (2-[(5-bromopentyl)oxy]-5-[[2-(2-ethoxy-2-oxoethyl)phenyl]carbonyl]benzenepropanoic acid ethyl ester). Solvent: CCCCCC.C(C)(=O)OCC (hexane ethyl acetate). Yields the product C(=O)(O)CC1=C(C=CC=C1)C(=O)C=1C=CC(=C(C1)CCC(=O)O)OCCCCCOC1=C(C2=C(C(CCO2)=O)C=C1)CCC (5-[[2-(Carboxymethyl)phenyl]carbonyl]-2-[5-[(3,4-dihydro-4-oxo-8-propyl-2H-1-benzopyran-7-yl)oxy]pentyloxy]benzenepropanoic Acid). The yield is 23.1%. As a reaction SMILES: [OH:1][C:2]1[CH:12]=[CH:11][C:5]2[C:6](=[O:10])[CH2:7][CH2:8][O:9][C:4]=2[C:3]=1[CH2:13][CH2:14][CH3:15].C([O:18][C:19](=[O:49])[CH2:20][CH2:21][C:22]1[CH:27]=[C:26]([C:28]([C:30]2[CH:35]=[CH:34][CH:33]=[CH:32][C:31]=2[CH2:36][C:37]([O:39]CC)=[O:38])=[O:29])[CH:25]=[CH:24][C:23]=1[O:42][CH2:43][CH2:44][CH2:45][CH2:46][CH2:47]Br)C>CCCCCC.C(OCC)(=O)C>[C:37]([CH2:36][C:31]1[CH:32]=[CH:33][CH:34]=[CH:35][C:30]=1[C:28]([C:26]1[CH:25]=[CH:24][C:23]([O:42][CH2:43][CH2:44][CH2:45][CH2:46][CH2:47][O:1][C:2]2[CH:12]=[CH:11][C:5]3[C:6](=[O:10])[CH2:7][CH2:8][O:9][C:4]=3[C:3]=2[CH2:13][CH2:14][CH3:15])=[C:22]([CH2:21][CH2:20][C:19]([OH:49])=[O:18])[CH:27]=1)=[O:29])([OH:39])=[O:38] |f:2.3|. Reported procedure: Starting with 0.153 g (0.74 mmol) of 2,3-dihydro-7-hydroxy-8-propyl-4H-1-benzopyran-4-one, and 0.394 g (0.74 mmol) of 2-[(5-bromopentyl)oxy]-5-[[2-(2-ethoxy-2-oxoethyl)phenyl]carbonyl]benzenepropanoic acid ethyl ester, the title compound (0.103 g, 26.7% overall yield) was obtained as a white solid, mp 105°-108.5° C. (recrystallized from hexane-ethyl acetate), using the procedure of example 22. The reactants are C(C)(C)(C)OC(=O)N1[C@H](CNCC1)CCOC (1-tert-butoxycarbonyl-2(S)-(2-methoxyethyl)piperazine), CCN=C=NCCCN(C)C.Cl (EDC.HCl), CC1=C(C(=O)O)C=CC=C1C (2,3-dimethylbenzoic acid), C=1C=CC2=C(C1)N=NN2O (HOBT). Run in C(C)N(CC)CC (Triethylamine), C(Cl)Cl (methylene chloride), CCCCCC (hexane), C(C)(=O)OCC (ethyl acetate). Product: C(C)(C)(C)OC(=O)N1[C@H](CN(CC1)C(C1=C(C(=CC=C1)C)C)=O)CCOC (1-tert-Butoxycarbonyl-4-(2,3-dimethylbenzoyl)-2(S)-(2-methoxyethyl)piperazine). Yield: 80.8%. RXN SMILES: [C:1]([O:5][C:6]([N:8]1[CH2:13][CH2:12][NH:11][CH2:10][C@@H:9]1[CH2:14][CH2:15][O:16][CH3:17])=[O:7])([CH3:4])([CH3:3])[CH3:2].[CH3:18][C:19]1[C:27]([CH3:28])=[CH:26][CH:25]=[CH:24][C:20]=1[C:21](O)=[O:22].C1C=CC2N(O)N=NC=2C=1.CCN=C=NCCCN(C)C.Cl>C(Cl)Cl.CCCCCC.C(OCC)(=O)C.C(N(CC)CC)C>[C:1]([O:5][C:6]([N:8]1[CH2:13][CH2:12][N:11]([C:21](=[O:22])[C:20]2[CH:24]=[CH:25][CH:26]=[C:27]([CH3:28])[C:19]=2[CH3:18])[CH2:10][C@@H:9]1[CH2:14][CH2:15][O:16][CH3:17])=[O:7])([CH3:4])([CH3:3])[CH3:2] |f:3.4|. Procedure details: The title compound was prepared according to the procedure described for Example 1, Step A except using 1-tert-butoxycarbonyl-2(S)-(2-methoxyethyl)piperazine (0.179 g, 0.73 mmol), 2,3-dimethylbenzoic acid (0.115 g, 0.75 mmol), HOBT (0.098 g, 0.73 mmol), EDC.HCl (0.153 g, 0.80 mmol) in methylene chloride (5 mL). Triethylamine was added to adjust the pH to 7. Chromatography on silica gel with 40% ethyl acetate in hexane afforded the title compound as a clear oil (0.222 g). NMR (CDCl3, 300 MHz) δ 6...